From a dataset of the Open Reaction Database (ORD), a public repository of structured organic reaction records. describe an organic reaction: reactants, conditions, products, and yield The reactants are FC1=CC=C(N)C=C1 (4-fluoroaniline), C1(=CC=C(C=C1)S(=O)(=O)O)C (p-toluene sulfonic acid), C(=O)C1=CC=C(OCC(=O)OC(C)(C)C)C=C1 (tert-Butyl (4-formylphenoxy)acetate). The solvent is C1(=CC=CC=C1)C (toluene). Yields the product FC1=CC=C(C=C1)\N=C\C1=CC=C(OCC(=O)OC(C)(C)C)C=C1 (tert-butyl (4-{(E)-[(4-fluorophenyl)imino]methyl}phenoxy)acetate). As a reaction SMILES: [CH:1]([C:3]1[CH:17]=[CH:16][C:6]([O:7][CH2:8][C:9]([O:11][C:12]([CH3:15])([CH3:14])[CH3:13])=[O:10])=[CH:5][CH:4]=1)=O.[F:18][C:19]1[CH:25]=[CH:24][C:22]([NH2:23])=[CH:21][CH:20]=1.C1(C)C=CC(S(O)(=O)=O)=CC=1>C1(C)C=CC=CC=1>[F:18][C:19]1[CH:25]=[CH:24][C:22](/[N:23]=[CH:1]/[C:3]2[CH:17]=[CH:16][C:6]([O:7][CH2:8][C:9]([O:11][C:12]([CH3:15])([CH3:14])[CH3:13])=[O:10])=[CH:5][CH:4]=2)=[CH:21][CH:20]=1. Procedure details: tert-Butyl (4-formylphenoxy)acetate (93.7 g, 0.40 mol) was dissolved in dry toluene (200 mL), added 4-fluoroaniline (38.1 mL, 0.40 mol) and p-toluene sulfonic acid (cat, ˜1 g). The mixture was refluxed in a Dean-Stark apparatus for 2 hours, cooled at an icebath and a precipitate was formed. The precipitate was filtered, washed with cold heptane and dried to afford the title compound. Reactants: C(CC(=O)C)(=O)OCC (ethyl acetoacetate), C([O-])([O-])=O.[K+].[K+] (potassium carbonate), Cl (HCl), BrC(C(=O)OCC)CCC (ethyl 2-bromovalerate). Solvent: CN(C)C=O (DMF), O (water). Reaction conditions: time 15 minute. Product: C(C)(=O)C(C(=O)OC)C(C(=O)OC)CCC (Dimethyl 2-acetyl-3-propylsuccinate). Yield: 55.9%. As a reaction SMILES: [C:1]([O:7][CH2:8]C)(=[O:6])[CH2:2][C:3]([CH3:5])=[O:4].C(=O)([O-])[O-].[K+].[K+].Br[CH:17]([CH2:23][CH2:24][CH3:25])[C:18]([O:20][CH2:21]C)=[O:19].Cl>CN(C=O)C.O>[C:3]([CH:2]([CH:17]([CH2:23][CH2:24][CH3:25])[C:18]([O:20][CH3:21])=[O:19])[C:1]([O:7][CH3:8])=[O:6])(=[O:4])[CH3:5] |f:1.2.3|. Procedure: To a solution of ethyl acetoacetate (64 mL; 504 mmol) in dry DMF (240 mL) under a nitrogen atmosphere was added potassium carbonate (69.6 g; 504 mmol), which has been dried at 120° C. for 12 h before its use. After stirring for 15 minutes at room temperature, ethyl 2-bromovalerate (81.6 mL; 480 mmol) was slowly added under nitrogen and the mixture was vigorously stirred at room temperature for 20 h. The reaction mixture was poured in water (240 mL) and neutralized by adding HCl 2N. The product w... Starting materials: C(C)(=O)OC1=CC=CC=2[C@H]3[C@@H](OC21)C[C@H]([C@@H]3NS(=O)(=O)C3=CC=CC=C3)O ((1R, 2R, 3aS, 8bR)-1-benzenesulfonamido-2-hydroxy-2,3,3a,8b-tetrahydro-1H-cyclopenta[b]benzofuran-5-yl acetate), [OH-].[K+].CO (potassium hydroxide methanol), aqueous solution, [Cl-].[NH4+] (ammonium chloride). Run in CO (methanol). Run at time 20 minute. The product is C1(=CC=CC=C1)S(=O)(=O)N[C@H]1[C@@H](C[C@@H]2OC3=C([C@@H]21)C=CC=C3O)O ((1R, 2R, 3aS, 8bR)-1-benzenesulfonamido-2-hydroxy-2,3,3a,8b-tetrahydro-1H-cyclopenta [b]benzofuran-5-ol). Yield: 94.1%. RXN SMILES: C([O:4][C:5]1[C:13]2[O:12][C@H:11]3[CH2:14][C@@H:15]([OH:27])[C@H:16]([NH:17][S:18]([C:21]4[CH:26]=[CH:25][CH:24]=[CH:23][CH:22]=4)(=[O:20])=[O:19])[C@H:10]3[C:9]=2[CH:8]=[CH:7][CH:6]=1)(=O)C.[OH-].[K+].CO.[Cl-].[NH4+]>CO>[C:21]1([S:18]([NH:17][C@@H:16]2[C@@H:10]3[C@@H:11]([O:12][C:13]4[C:5]([OH:4])=[CH:6][CH:7]=[CH:8][C:9]=43)[CH2:14][C@H:15]2[OH:27])(=[O:20])=[O:19])[CH:22]=[CH:23][CH:24]=[CH:25][CH:26]=1 |f:1.2.3,4.5|. Procedure details: The (1R, 2R, 3aS, 8bR)-1-benzenesulfonamido-2-hydroxy-2,3,3a,8b-tetrahydro-1H-cyclopenta[b]benzofuran-5-yl acetate (448 mg), produced according to the process described above, was dissolved in methanol followed by the addition of 0.61N potassium hydroxide/methanol solution (1.9 ml) and stirring for 20 minutes at room temperature. The reaction mixture was added to a 5% aqueous solution of ammonium chloride and extracted with ethyl acetate (50 ml+30 ml×2). The organic layer was washed with saturat... Reactants: CC1CO1, CCO, [Cl-], CP(=O)(O)CCC(N)C(=O)O, O. Product: CP(=O)(O)CCC(N)C(=O)O. Reaction SMILES: [CH2:13]1[O:14][CH:15]1[CH3:16].[CH2:18]([OH:19])[CH3:20].[Cl-:1].[NH2:2][CH:3]([CH2:4][CH2:5][P:6]([OH:7])(=[O:8])[CH3:9])[C:10](=[O:11])[OH:12].[OH2:17]>>[NH2:2][CH:3]([CH2:4][CH2:5][P:6](=[O:7])([OH:8])[CH3:9])[C:10](=[O:11])[OH:12]. Starting materials: BrCCCN1CCN(CC1)C1=C(C=CC=C1)OC (1-bromo-3-[4-(2-methoxyphenyl)piperazin-1-yl]propane), C(C1=CC=CC=C1)N1C(NC(C(=C1)C=NO)=O)=O (1-benzyl-5-hydroxyiminomethyl-2,4(1H,3H)-pyrimidinedione), [F-].C(CCC)[N+](CCCC)(CCCC)CCCC (tetrabutylammonium fluoride). The solvent is C(C)#N (acetonitrile). Run at temperature 25 celsius, time 24 hour. The product is C(C1=CC=CC=C1)N1C(N(C(C(=C1)C=NO)=O)CCCN1CCN(CC1)C1=C(C=CC=C1)OC)=O (1-benzyl-3-{3-[4-(2-methoxyphenyl)piperazin-1-yl]propyl}-5-hydroxyiminomethyl-2,4(1H,3H)-pyrimidinedione). Yield: 17.1%. Reaction SMILES: Br[CH2:2][CH2:3][CH2:4][N:5]1[CH2:10][CH2:9][N:8]([C:11]2[CH:16]=[CH:15][CH:14]=[CH:13][C:12]=2[O:17][CH3:18])[CH2:7][CH2:6]1.[CH2:19]([N:26]1[CH:31]=[C:30]([CH:32]=[N:33][OH:34])[C:29](=[O:35])[NH:28][C:27]1=[O:36])[C:20]1[CH:25]=[CH:24][CH:23]=[CH:22][CH:21]=1.[F-].C([N+](CCCC)(CCCC)CCCC)CCC>C(#N)C>[CH2:19]([N:26]1[CH:31]=[C:30]([CH:32]=[N:33][OH:34])[C:29](=[O:35])[N:28]([CH2:2][CH2:3][CH2:4][N:5]2[CH2:10][CH2:9][N:8]([C:11]3[CH:16]=[CH:15][CH:14]=[CH:13][C:12]=3[O:17][CH3:18])[CH2:7][CH2:6]2)[C:27]1=[O:36])[C:20]1[CH:21]=[CH:22][CH:23]=[CH:24][CH:25]=1 |f:2.3|. Procedure: A mixture of 1-bromo-3-[4-(2-methoxyphenyl)piperazin-1-yl]propane (1.09 g, 3.5 mmol), prepared as in Example 25, 1-benzyl-5-hydroxyiminomethyl-2,4(1H,3H)-pyrimidinedione (0.86 g, 3.5 mmol), tetrabutylammonium fluoride (4.5 g, 17.5 mmol) and acetonitrile (50 mL) was stirred 24 hours at 25° C. The reaction mixture then was concentrated in vacuo and the residue was dissolved in ethyl acetate (50 mL). The solution was washed with water (3×50 mL) and brine (1×50 mL) and purified by preparative thin, ... The reactants are Example 8 ( 1 ), NC1=C(C(=O)C2=CC=C(C=C2)OC)C=CC=C1 (2-amino-4'-methoxybenzophenone), O=C1CCC(O1)C(=O)Cl (5-oxotetrahydrofuran-2-carbonyl chloride). The product is COC1=CC=C(C=C1)C(C1=C(C=CC=C1)NC(=O)C1OC(CC1)=O)=O (4'-methoxy-2-(5-oxotetrahydrofuran-2-carbonyl)aminobenzophenone). RXN SMILES: [NH2:1][C:2]1[CH:17]=[CH:16][CH:15]=[CH:14][C:3]=1[C:4]([C:6]1[CH:11]=[CH:10][C:9]([O:12][CH3:13])=[CH:8][CH:7]=1)=[O:5].[O:18]=[C:19]1[O:23][CH:22]([C:24](Cl)=[O:25])[CH2:21][CH2:20]1>>[CH3:13][O:12][C:9]1[CH:10]=[CH:11][C:6]([C:4](=[O:5])[C:3]2[CH:14]=[CH:15][CH:16]=[CH:17][C:2]=2[NH:1][C:24]([CH:22]2[CH2:21][CH2:20][C:19](=[O:18])[O:23]2)=[O:25])=[CH:7][CH:8]=1. Reported procedure: In substantially the same manner as in Example 8 (1), 8 g of 2-amino-4'-methoxybenzophenone was allowed to react with 5-oxotetrahydrofuran-2-carbonyl chloride to give 12 g of 4'-methoxy-2-(5-oxotetrahydrofuran-2-carbonyl)aminobenzophenone as an oily product.